From a dataset of the Open Reaction Database (ORD), a public repository of structured organic reaction records. describe an organic reaction: reactants, conditions, products, and yield Reactants: C(CCCCCC)OC=1C=C2C=CC(=CC2=CC1)C(=O)O (6-n-heptyloxy-2-naphthoic acid), C1(CCCCC1)N=C=NC1CCCCC1 (dicyclohexylcarbodiimide), FC1=C(C(=C(C(=C1O)F)F)F)F (pentafluorophenol). The solvent is C(C)(=O)OCC (ethyl acetate). Conditions: temperature 25 celsius, time 18 hour. The product is C(CCCCCC)OC=1C=C2C=CC(=CC2=CC1)C(=O)OC1=C(C(=C(C(=C1F)F)F)F)F (pentafluorphenyl 6-n-heptyloxy-2-naphthoate). RXN SMILES: [CH2:1]([O:8][C:9]1[CH:10]=[C:11]2[C:16](=[CH:17][CH:18]=1)[CH:15]=[C:14]([C:19]([OH:21])=[O:20])[CH:13]=[CH:12]2)[CH2:2][CH2:3][CH2:4][CH2:5][CH2:6][CH3:7].C1(N=C=NC2CCCCC2)CCCCC1.[F:37][C:38]1[C:43](O)=[C:42]([F:45])[C:41]([F:46])=[C:40]([F:47])[C:39]=1[F:48]>C(OCC)(=O)C>[CH2:1]([O:8][C:9]1[CH:10]=[C:11]2[C:16](=[CH:17][CH:18]=1)[CH:15]=[C:14]([C:19]([O:21][C:43]1[C:42]([F:45])=[C:41]([F:46])[C:40]([F:47])=[C:39]([F:48])[C:38]=1[F:37])=[O:20])[CH:13]=[CH:12]2)[CH2:2][CH2:3][CH2:4][CH2:5][CH2:6][CH3:7]. Reported procedure: Pentafluorphenyl 6-n-heptyloxy-2-naphthoate is prepared as follows. To a suspension of 6-n-heptyloxy-2-naphthoic acid (10.5 mmol) and dicyclohexylcarbodiimide (10.5 mmol) in ethyl acetate at 0° C. is added pentafluorophenol (11.5 mmol). The mixture is stirred at 25° C. for a period of 18 h. Any precipitate is removed by filtration. The filtrate is washed twice with water and brine and dried with magnesium sulfate. Removal of the ethyl acetate in vacuo gives the desired pentafluorphenyl 6-n-hepty... The reactants are [Li]CCCC, CCCCCC, C[Si](C)(C)N[Si](C)(C)C, CC#N, CCOC(C)=O, Cc1nc2ccc3c(c2o1)C(=O)C(C(C)C)C3, [Cl-], [NH4+], C1CCOC1. Product: Cc1nc2ccc3c(c2o1)C(O)(CC#N)C(C(C)C)C3. RXN SMILES: [CH2:16]([Li:17])[CH2:18][CH2:19][CH3:20].[CH3:10][CH2:11][CH2:12][CH2:13][CH2:14][CH3:15].[CH3:1][Si:2]([CH3:3])([CH3:4])[NH:5][Si:6]([CH3:7])([CH3:8])[CH3:9].[CH3:21][C:22]#[N:23].[CH3:48][CH2:49][O:50][C:51](=[O:52])[CH3:53].[CH:24]([CH3:25])([CH3:26])[CH:27]1[CH2:28][c:29]2[cH:30][cH:31][c:32]3[n:33][c:34]([CH3:40])[o:35][c:36]3[c:37]2[C:38]1=[O:39].[Cl-:46].[NH4+:47].[O:41]1[CH2:42][CH2:43][CH2:44][CH2:45]1>>[CH2:21]([C:22]#[N:23])[C:38]1([OH:39])[CH:27]([CH:24]([CH3:25])[CH3:26])[CH2:28][c:29]2[cH:30][cH:31][c:32]3[n:33][c:34]([CH3:40])[o:35][c:36]3[c:37]21. Reactants: NC1=NC=C(C(=C1N)N[C@H]1[C@H]([C@@H]2C=C[C@H]1C2)C(=O)N)Br ((1S,2S,3R,4R)-3-(2,3-Diamino-5-bromo-pyridin-4-ylamino)-bicyclo[2.2.1]hept-5-ene-2-carboxylic acid amide), S1C=C(C=C1)C=O (3-Thiophenecarboxaldehyde). Product: BrC=1C(=C2C(=NC1)NC(=N2)C2=CSC=C2)N[C@H]2[C@H]([C@@H]1C=C[C@H]2C1)C(=O)N ((1S,2S,3R,4R)-3-(6-Bromo-2-thiophen-3-yl-3H-imidazo[4,5-b]pyridin-7-ylamino)-bicyclo[2.2.1]hept-5-ene-2-carboxylic acid amide). Yield: 26.7%. As a reaction SMILES: [NH2:1][C:2]1[C:7]([NH2:8])=[C:6]([NH:9][C@@H:10]2[C@@H:15]3[CH2:16][C@@H:12]([CH:13]=[CH:14]3)[C@@H:11]2[C:17]([NH2:19])=[O:18])[C:5]([Br:20])=[CH:4][N:3]=1.[S:21]1[CH:25]=[CH:24][C:23]([CH:26]=O)=[CH:22]1>>[Br:20][C:5]1[C:6]([NH:9][C@@H:10]2[C@@H:15]3[CH2:16][C@@H:12]([CH:13]=[CH:14]3)[C@@H:11]2[C:17]([NH2:19])=[O:18])=[C:7]2[N:8]=[C:26]([C:23]3[CH:24]=[CH:25][S:21][CH:22]=3)[NH:1][C:2]2=[N:3][CH:4]=1. Procedure details: In a similar fashion to Compound LXXXVII, (1S,2S,3R,4R)-3-(2,3-Diamino-5-bromo-pyridin-4-ylamino)-bicyclo[2.2.1]hept-5-ene-2-carboxylic acid amide (50 mg, 0.148 mmol) and 3-Thiophenecarboxaldehyde (18.2 mg, 0.163 mmol) were reacted to produce 17 mg (27%) of the title compound. mp: 238-241° C., 1H NMR (300 MHz, DMSO-d6): 13.21 (s, 1H), 8.19 (s, 1H), 8.01 (s, 1H), 7.75 (s, 1H), 7.72 (s, 2H), 7.22 (s, 1H), 7.13 (d, J=8 Hz, 1H), 6.40 (br s, 1H), 6.35 (br s, 1H), 5.19 (t, J=8 Hz, 1H), 3.31 (s, 2H), 3... Reactants: FC(S(=O)(=O)OC1=C(C=CC(=C1)O[Si](C)(C)C(C)(C)C)C1=C(C=CC(=C1)OC)F)(F)F (4-((tert-butyl(dimethyl)silyl)oxy)-2′-fluoro-5′-methoxybiphenyl-2-yl trifluoromethanesulfonate), CC1(OC(C=C(C1)B1OC(C(O1)(C)C)(C)C)(C)C)C (2,2,6,6-tetramethyl-4-(4,4,5,5-tetramethyl-1,3,2-dioxaborolan-2-yl)-3,6-dihydro-2H-pyran), C1(CCCCC1)P(C1=C(C=CC=C1)C1=C(C=C(C=C1C(C)C)C(C)C)C(C)C)C1CCCCC1 (dicyclohexyl(2′,4′,6′-triisopropylbiphenyl-2-yl)phosphine), [F-].[K+] (potassium fluoride). Reagents/catalysts: C(C)(=O)[O-].[Pd+2].C(C)(=O)[O-] (palladium acetate). Run in C1(=CC=CC=C1)C (toluene), CO (methanol), C(C)(=O)OCC (ethyl acetate). Reaction conditions: temperature 100 celsius, time 20 minute. Product: FC1=C(C=C(C=C1)OC)C1=C(C=C(C=C1)O)C=1CC(OC(C1)(C)C)(C)C (2′-fluoro-5′-methoxy-2-(2,2,6,6-tetramethyl-3,6-dihydro-2H-pyran-4-yl)biphenyl-4-ol). The yield is 41.6%. As a reaction SMILES: FC(F)(F)S(O[C:7]1[CH:12]=[C:11]([O:13][Si](C(C)(C)C)(C)C)[CH:10]=[CH:9][C:8]=1[C:21]1[CH:26]=[C:25]([O:27][CH3:28])[CH:24]=[CH:23][C:22]=1[F:29])(=O)=O.[CH3:32][C:33]1([CH3:50])[CH2:38][C:37](B2OC(C)(C)C(C)(C)O2)=[CH:36][C:35]([CH3:49])([CH3:48])[O:34]1.C1(P(C2CCCCC2)C2C=CC=CC=2C2C(C(C)C)=CC(C(C)C)=CC=2C(C)C)CCCCC1.[F-].[K+]>C(OCC)(=O)C.C([O-])(=O)C.[Pd+2].C([O-])(=O)C.C1(C)C=CC=CC=1.CO>[F:29][C:22]1[CH:23]=[CH:24][C:25]([O:27][CH3:28])=[CH:26][C:21]=1[C:8]1[CH:9]=[CH:10][C:11]([OH:13])=[CH:12][C:7]=1[C:37]1[CH2:36][C:35]([CH3:49])([CH3:48])[O:34][C:33]([CH3:50])([CH3:32])[CH:38]=1 |f:3.4,6.7.8|. Procedure details: To a mixture of 4-((tert-butyl(dimethyl)silyl)oxy)-2′-fluoro-5′-methoxybiphenyl-2-yl trifluoromethanesulfonate (405 mg), 2,2,6,6-tetramethyl-4-(4,4,5,5-tetramethyl-1,3,2-dioxaborolan-2-yl)-3,6-dihydro-2H-pyran (452 mg), palladium acetate (20 mg), dicyclohexyl(2′,4′,6′-triisopropylbiphenyl-2-yl)phosphine (83 mg), methanol (3 mL) and toluene (3 mL) was added potassium fluoride (151 mg) and, under microwave irradiation, the mixture was stirred at 100° C. for 20 min. The reaction mixture was diluted... Reactants: ClC=1SC2=C(N1)C=CC(=C2)Cl (2,6-dichlorobenzothiazole), [N+](=O)(O)[O-] (nitric acid). Run in S(O)(O)(=O)=O (sulphuric acid), S(O)(O)(=O)=O (sulphuric acid). Conditions: temperature 17 celsius. The product is ClC=1SC2=C(N1)C=CC(=C2[N+](=O)[O-])Cl (2,6-Dichloro-7-nitrobenzothiazole). RXN SMILES: [Cl:1][C:2]1[S:3][C:4]2[CH:10]=[C:9]([Cl:11])[CH:8]=[CH:7][C:5]=2[N:6]=1.[N+:12]([O-])([OH:14])=[O:13]>S(=O)(=O)(O)O>[Cl:1][C:2]1[S:3][C:4]2[C:10]([N+:12]([O-:14])=[O:13])=[C:9]([Cl:11])[CH:8]=[CH:7][C:5]=2[N:6]=1. Procedure: 4.76 g (23 mmol) of 2,6-dichlorobenzothiazole, in solution in 10 ml of concentrated sulphuric acid, are introduced into a 100 ml round-bottomed flask. The mixture is cooled to 17° C. in order to add a solution of 1.62 g (26 mmol) of nitric acid in 10 ml of sulphuric acid and then the temperature is allowed to rise to ambient temperature. Reactants: ClCCl, CO, [K+], [K+], O=[N+]([O-])c1ccc(OCc2nc(-c3ccccc3)no2)cc1, O=C([O-])[O-]. Yields the product Nc1ccc(OCc2nc(-c3ccccc3)no2)cc1. RXN SMILES: [CH2:29]([Cl:30])[Cl:31].[CH3:32][OH:33].[K+:23].[K+:24].[N+:1]([O-:2])(=[O:3])[c:4]1[cH:5][cH:6][c:7]([O:8][CH2:9][c:10]2[n:11][c:12](-[c:15]3[cH:16][cH:17][cH:18][cH:19][cH:20]3)[n:13][o:14]2)[cH:21][cH:22]1.[O-:25][C:26]([O-:27])=[O:28]>>[NH2:1][c:4]1[cH:5][cH:6][c:7]([O:8][CH2:9][c:10]2[n:11][c:12](-[c:15]3[cH:16][cH:17][cH:18][cH:19][cH:20]3)[n:13][o:14]2)[cH:21][cH:22]1. The reactants are FC1=CC=C(C=2C(C=3C=CN=CC3C(C21)=O)=O)OC (9-fluoro-6-methoxybenzo[g]iso-quinolin-5,10-dione), O (water). Run in CS(=O)(=O)O (methanesulfonic acid). Reaction conditions: temperature 110 celsius, time 2 hour. Product: FC1=CC=C(C=2C(C=3C=CN=CC3C(C21)=O)=O)O (9-fluoro-6-hydroxybenzo[g]isoquinolin-5,10-dione). Yield: 88.1%. As a reaction SMILES: [F:1][C:2]1[C:15]2[C:14](=[O:16])[C:13]3[CH:12]=[N:11][CH:10]=[CH:9][C:8]=3[C:7](=[O:17])[C:6]=2[C:5]([O:18]C)=[CH:4][CH:3]=1.O>CS(O)(=O)=O>[F:1][C:2]1[C:15]2[C:14](=[O:16])[C:13]3[CH:12]=[N:11][CH:10]=[CH:9][C:8]=3[C:7](=[O:17])[C:6]=2[C:5]([OH:18])=[CH:4][CH:3]=1. Reported procedure: A mixture of 29 g of 9-fluoro-6-methoxybenzo[g]iso-quinolin-5,10-dione in 145 ml of methanesulfonic acid is heated at 110° C., with stirring and under inert gas atmosphere, for about 2 hours, then added to 3000 ml of water. After 1 hour under stirring, the formed precipitate is filtered, washed with about 300 ml of water, taken up into a further 2000 ml of water and, after stirring for 30 minutes, filtered again. The mother liquors are extracted with 500 ml of ethyl acetate. The organic phase is... The reactants are NC=1C(=C(C(=O)OCC2=CC=CC=C2)C(=CC1)Cl)F (Benzyl 3-amino-6-chloro-2-fluorobenzoate), ClCCl (dichloromethane), C(CC)S(=O)(=O)Cl (Propane-1-sulfonyl chloride). Run at temperature 0 celsius. Yields the product ClC1=CC=C(C(=C1C(=O)OCC1=CC=CC=C1)F)N(S(=O)(=O)CCC)S(=O)(=O)CCC (benzyl 6-chloro-2-fluoro-3-(N-(propylsulfonyl)propylsulfonamido)benzoate). The yield is 72.7%. RXN SMILES: [NH2:1][C:2]1[C:3]([F:19])=[C:4]([C:15]([Cl:18])=[CH:16][CH:17]=1)[C:5]([O:7][CH2:8][C:9]1[CH:14]=[CH:13][CH:12]=[CH:11][CH:10]=1)=[O:6].ClCCl.[CH2:23]([S:26](Cl)(=[O:28])=[O:27])[CH2:24][CH3:25]>>[Cl:18][C:15]1[C:4]([C:5]([O:7][CH2:8][C:9]2[CH:14]=[CH:13][CH:12]=[CH:11][CH:10]=2)=[O:6])=[C:3]([F:19])[C:2]([N:1]([S:26]([CH2:23][CH2:24][CH3:25])(=[O:28])=[O:27])[S:26]([CH2:23][CH2:24][CH3:25])(=[O:28])=[O:27])=[CH:17][CH:16]=1. Procedure: Benzyl 3-amino-6-chloro-2-fluorobenzoate (4.3 g, 15.37 mmol) was dissolved in dry dichloromethane (270 mL) Triethylamine (5.36 mL, 2.5 eq.) was added, and the mixture was chilled to 0° C. Propane-1-sulfonyl chloride (3.63 mL, 32.3 mmol, 2.1 eq.) was then added via syringe, and a precipitate resulted. Once the addition was complete, the mixture was allowed to warm to room temperature, and the starting material was consumed as determined by TLC (3:1 hexane:ethyl acetate). The mixture was then dilu... Reactants: O=C1CCC(=O)N1Br, CC(C)(C)OC(=O)N1CCn2c(cnc2C(F)(F)F)C1, CCO. The product is CC(C)(C)OC(=O)N1CCn2c(C(F)(F)F)nc(Br)c2C1. Reaction SMILES: [Br:21][N:22]1[C:23](=[O:24])[CH2:25][CH2:26][C:27]1=[O:28].[C:1]([CH3:2])([CH3:3])([CH3:4])[O:5][C:6](=[O:7])[N:8]1[CH2:9][c:10]2[n:11]([c:14]([C:17]([F:18])([F:19])[F:20])[n:15][cH:16]2)[CH2:12][CH2:13]1.[CH3:29][CH2:30][OH:31]>>[C:1]([CH3:2])([CH3:3])([CH3:4])[O:5][C:6](=[O:7])[N:8]1[CH2:9][c:10]2[n:11]([c:14]([C:17]([F:18])([F:19])[F:20])[n:15][c:16]2[Br:21])[CH2:12][CH2:13]1.